From a dataset of the Open Reaction Database (ORD), a public repository of structured organic reaction records. describe an organic reaction: reactants, conditions, products, and yield Starting materials: C(C)(=O)[O-].[K+] (potassium acetate), BrC1=C(C=C(O[C@H]2COCC2)C=C1C)CBr ((R)-3-(4-bromo-3-(bromomethyl)-5-methylphenoxy)tetrahydrofuran), O (water). Run in CN(C=O)C (N,N-dimethylformamide). Reaction conditions: temperature 50 celsius, time 1 hour. Product: C(C)(=O)OCC1=C(C(=CC(=C1)O[C@H]1COCC1)C)Br ((R)-2-bromo-3-methyl-5-((tetrahydrofuran-3-yl)oxy)benzyl acetate). The yield is 99.9%. RXN SMILES: [Br:1][C:2]1[C:13]([CH3:14])=[CH:12][C:5]([O:6][C@@H:7]2[CH2:11][CH2:10][O:9][CH2:8]2)=[CH:4][C:3]=1[CH2:15]Br.[C:17]([O-:20])(=[O:19])[CH3:18].[K+].O>CN(C)C=O>[C:17]([O:20][CH2:15][C:3]1[CH:4]=[C:5]([O:6][C@@H:7]2[CH2:11][CH2:10][O:9][CH2:8]2)[CH:12]=[C:13]([CH3:14])[C:2]=1[Br:1])(=[O:19])[CH3:18] |f:1.2|. Procedure details: (R)-3-(4-Bromo-3-(bromomethyl)-5-methylphenoxy)tetrahydrofuran 35b (700 mg, 2 mmol) was dissolved in 15 mL of N,N-dimethylformamide, followed by addition of potassium acetate (197 mg, 2 mmol). The reaction solution was heated to 50° C. and stirred for 1 hour. The resulting solution was cooled down to room temperature, mixed with 100 mL of water and extracted with ethyl acetate (20 mL×2). The combined organic extracts were washed with saturated sodium chloride solution (30 mL), dried with anhydro...